Dataset: the Open Reaction Database (ORD), a public repository of structured organic reaction records. Task: describe an organic reaction: reactants, conditions, products, and yield The reactants are C([O-])([O-])=O.[K+].[K+] (potassium carbonate), IC (iodomethane), C(C)(=O)OCCN(C=1C=C2C(=C(C=NC2=CC1)C(=O)OCC)O)CC (ethyl 6-[[2-(acetyloxy)ethyl](ethyl)amino]-4-hydroxy-3-quinolinecarboxylate). Run in ClCCl (dichloromethane), CN(C)C=O (DMF). Conditions: temperature 90 celsius, time 3 hour. Product: C(C)(=O)OCCN(C=1C=C2C(C(=CN(C2=CC1)C)C(=O)OCC)=O)CC (Ethyl 6-[[2-(acetyloxy)ethyl](ethyl)amino]-1-methyl-4-oxo-1,4-dihydro-3-quinolinecarboxylate). Isolated yield 124.4%. As a reaction SMILES: [C:1]([O:4][CH2:5][CH2:6][N:7]([CH2:24][CH3:25])[C:8]1[CH:9]=[C:10]2[C:15](=[CH:16][CH:17]=1)[N:14]=[CH:13][C:12]([C:18]([O:20][CH2:21][CH3:22])=[O:19])=[C:11]2[OH:23])(=[O:3])[CH3:2].[C:26](=O)([O-])[O-].[K+].[K+].IC>CN(C=O)C.ClCCl>[C:1]([O:4][CH2:5][CH2:6][N:7]([CH2:24][CH3:25])[C:8]1[CH:9]=[C:10]2[C:15](=[CH:16][CH:17]=1)[N:14]([CH3:26])[CH:13]=[C:12]([C:18]([O:20][CH2:21][CH3:22])=[O:19])[C:11]2=[O:23])(=[O:3])[CH3:2] |f:1.2.3|. Reported procedure: To a flask containing ethyl 6-[[2-(acetyloxy)ethyl](ethyl)amino]-4-hydroxy-3-quinolinecarboxylate (0.17 g) in DMF (5 mL) is added potassium carbonate (0.21 g) and iodomethane (0.05 mL). The reaction is tightly capped and heated to 90° C. After 3 hours, the reaction is cooled to room temperature, diluted with dichloromethane, filtered and concentrated under reduced pressure. The residue is adsorbed onto silica and chromatographed on silica eluting with 4% to 8% methanol in dichloromethane. The pr...